This data is from the Open Reaction Database (ORD), a public repository of structured organic reaction records. The task is: describe an organic reaction: reactants, conditions, products, and yield The reactants are CCCCc1nc2cccc(C(=O)OC)c2n1Cc1ccc(-c2cncnc2-c2nnn[nH]2)cc1, CO, [Na+], [OH-]. The product is CCCCc1nc2cccc(C(=O)O)c2n1Cc1ccc(-c2cncnc2-c2nnn[nH]2)cc1. Reaction SMILES: [CH2:1]([CH2:2][CH2:3][CH3:4])[c:5]1[n:6][c:7]2[c:8]([n:9]1[CH2:10][c:11]1[cH:12][cH:13][c:14](-[c:17]3[c:18](-[c:23]4[n:24][n:25][n:26][nH:27]4)[n:19][cH:20][n:21][cH:22]3)[cH:15][cH:16]1)[c:28]([C:32](=[O:33])[O:34][CH3:35])[cH:29][cH:30][cH:31]2.[CH3:38][OH:39].[Na+:37].[OH-:36]>>[CH2:1]([CH2:2][CH2:3][CH3:4])[c:5]1[n:6][c:7]2[c:8]([n:9]1[CH2:10][c:11]1[cH:12][cH:13][c:14](-[c:17]3[c:18](-[c:23]4[n:24][n:25][n:26][nH:27]4)[n:19][cH:20][n:21][cH:22]3)[cH:15][cH:16]1)[c:28]([C:32](=[O:33])[OH:34])[cH:29][cH:30][cH:31]2. Reactants: CCOC(=O)CSc1cnc(N)s1, COCC(C)Oc1cc(OCc2cccs2)cc(C(=O)O)c1. Product: CCOC(=O)CSc1cnc(NC(=O)c2cc(OCc3cccs3)cc(OC(C)COC)c2)s1. As a reaction SMILES: [CH2:23]([CH3:24])[O:25][C:26]([CH2:27][S:28][c:29]1[cH:30][n:31][c:32]([NH2:34])[s:33]1)=[O:35].[CH3:1][O:2][CH2:3][CH:4]([O:5][c:6]1[cH:7][c:8]([C:9](=[O:10])[OH:11])[cH:12][c:13]([O:15][CH2:16][c:17]2[s:18][cH:19][cH:20][cH:21]2)[cH:14]1)[CH3:22]>>[CH3:1][O:2][CH2:3][CH:4]([O:5][c:6]1[cH:7][c:8]([C:9](=[O:11])[NH:34][c:32]2[n:31][cH:30][c:29]([S:28][CH2:27][C:26]([O:25][CH2:23][CH3:24])=[O:35])[s:33]2)[cH:12][c:13]([O:15][CH2:16][c:17]2[s:18][cH:19][cH:20][cH:21]2)[cH:14]1)[CH3:22].